describe an organic reaction: reactants, conditions, products, and yield From a dataset of the Open Reaction Database (ORD), a public repository of structured organic reaction records. The reactants are C(C)(=O)SC(CC[C@H]1CCC([C@@H]1CCCCCCC(=O)OCC)=O)CCCCC (ethyl 15-acetylthio-9-oxo-prostanoate), C[O-].[Na+] (sodium methoxide), oil. The solvent is CO (methanol). Product: O=C1[C@H](CCCCCCC(=O)OCC)[C@H](CC1)CCC(CCCCC)S (ethyl 9-oxo-15-mercapto-prostanoate). Reaction SMILES: C([S:4][CH:5]([CH2:25][CH2:26][CH2:27][CH2:28][CH3:29])[CH2:6][CH2:7][C@@H:8]1[C@@H:12]([CH2:13][CH2:14][CH2:15][CH2:16][CH2:17][CH2:18][C:19]([O:21][CH2:22][CH3:23])=[O:20])[C:11](=[O:24])[CH2:10][CH2:9]1)(=O)C.C[O-].[Na+]>CO>[O:24]=[C:11]1[CH2:10][CH2:9][C@H:8]([CH2:7][CH2:6][CH:5]([SH:4])[CH2:25][CH2:26][CH2:27][CH2:28][CH3:29])[C@H:12]1[CH2:13][CH2:14][CH2:15][CH2:16][CH2:17][CH2:18][C:19]([O:21][CH2:22][CH3:23])=[O:20] |f:1.2|. Procedure details: A solution of 606 mg. of ethyl 15-acetylthio-9-oxoprostanoate (Example 113) in 20 ml. of reagent methanol is treated, under nitrogen atmosphere, with 1.6 ml. of 1N methanolic sodium methoxide. After 10 minutes the reaction is quenched by the addition of 0.3 ml. of glacial acetic acid and taken to dryness. A solution of the residue in ether is washed with saturated sodium chloride solution, dried with anhydrous magnesium sulfate and taken to dryness to afford 428 mg. (89%) of an oil; λmax. 4.0 (s... The reactants are ClC=1N=C(C(=NC1Cl)N)OC (5,6-dichloro-3-methoxy-2-pyrazinamine), ClC1=C(C=CC=C1Cl)S(=O)(=O)Cl (2,3-dichlorobenzenesulphonyl chloride). Product: ClC1=C(C=CC=C1Cl)S(=O)(=O)NC1=NC(=C(N=C1OC)Cl)Cl (2,3-Dichloro-N-(5,6-dichloro-3-methoxy-2-pyrazinyl)benzenesulphonamide). Reaction SMILES: [Cl:1][C:2]1[N:3]=[C:4]([O:10][CH3:11])[C:5]([NH2:9])=[N:6][C:7]=1[Cl:8].[Cl:12][C:13]1[C:18]([Cl:19])=[CH:17][CH:16]=[CH:15][C:14]=1[S:20](Cl)(=[O:22])=[O:21]>>[Cl:12][C:13]1[C:18]([Cl:19])=[CH:17][CH:16]=[CH:15][C:14]=1[S:20]([NH:9][C:5]1[C:4]([O:10][CH3:11])=[N:3][C:2]([Cl:1])=[C:7]([Cl:8])[N:6]=1)(=[O:22])=[O:21]. Procedure details: Prepared by the method of Example 1 (reaction performed at room temperature) using 5,6-dichloro-3-methoxy-2-pyrazinamine (0.1 g) and 2,3-dichlorobenzenesulphonyl chloride (0.15 g). Yield 0.12 g. The reactants are mercuric oxide, ClC1=C(COC=2C(=NC=CC2)NC(=S)NC2=C(C=CC=C2)F)C(=CC=C1)F (N-[3-(2-chloro-6-fluoro -benzyloxy)pyrid-2-yl]-N'-(2-fluorophenyl)thiourea), N (ammonia). Conditions: time 24 hour. Product: ClC1=C(COC=2C(=NC=CC2)NC(=N)NC2=C(C=CC=C2)F)C(=CC=C1)F (N-[3-(2-Chloro-6-fluorobenzyloxy)pyrid-2-yl]-N'-(2-fluorophenyl)guanidine). As a reaction SMILES: [Cl:1][C:2]1[CH:26]=[CH:25][CH:24]=[C:23]([F:27])[C:3]=1[CH2:4][O:5][C:6]1[C:7]([NH:12][C:13]([NH:15][C:16]2[CH:21]=[CH:20][CH:19]=[CH:18][C:17]=2[F:22])=S)=[N:8][CH:9]=[CH:10][CH:11]=1.[NH3:28]>>[Cl:1][C:2]1[CH:26]=[CH:25][CH:24]=[C:23]([F:27])[C:3]=1[CH2:4][O:5][C:6]1[C:7]([NH:12][C:13]([NH:15][C:16]2[CH:21]=[CH:20][CH:19]=[CH:18][C:17]=2[F:22])=[NH:28])=[N:8][CH:9]=[CH:10][CH:11]=1. Procedure details: A mixture of yellow mercuric oxide (4.13g, 0.019 mol), N-[3-(2-chloro-6-fluoro -benzyloxy)pyrid-2-yl]-N'-(2-fluorophenyl)thiourea (3.10g, 0.0076 mol) and methanolic ammonia solution (60 ml) was stirred for 24 hours at room temperature. The mixture was filtered through celite and the filtrate evaporated to a yellow solid, which was recrystallised from ethyl acetate/pet. ether. Yield 1.51 g (51%), m.p 138°-140 ° C. The reactants are CO, NS(=O)(=O)c1ccc(-n2nc(C(=O)O)c3c2-c2ccccc2OC3)cc1, N. Yields the product NC(=O)c1nn(-c2ccc(S(N)(=O)=O)cc2)c2c1COc1ccccc1-2. As a reaction SMILES: [CH3:28][OH:29].[NH2:1][S:2](=[O:3])(=[O:4])[c:5]1[cH:6][cH:7][c:8](-[n:11]2[n:12][c:13]([C:24](=[O:25])[OH:26])[c:14]3[c:15]2-[c:16]2[c:17]([cH:20][cH:21][cH:22][cH:23]2)[O:18][CH2:19]3)[cH:9][cH:10]1.[NH3:27]>>[NH2:1][S:2](=[O:3])(=[O:4])[c:5]1[cH:6][cH:7][c:8](-[n:11]2[n:12][c:13]([C:24](=[O:26])[NH2:27])[c:14]3[c:15]2-[c:16]2[c:17]([cH:20][cH:21][cH:22][cH:23]2)[O:18][CH2:19]3)[cH:9][cH:10]1. Starting materials: C(#N)[BH3-].[Na+] (sodium cyanoborohydride), S1(=O)(=O)CCCC1 (sulfolane), C1(=CC=C(C=C1)S(=O)(=O)O)C (p-toluenesulfonic acid), CC1C2CCC(CC1=O)N2C2=CC=C(C1=CC=CC=C21)C#N (4-(2-Methyl-3-oxo-8-azabicyclo[3.2.1]oct-8-yl)naphthalene-1-carbonitrile), C1(=CC=C(C=C1)S(=O)(=O)NN)C (p-toluenesulfonhydrazide). The solvent is C1CCCCC1 (cyclohexane), CN(C=O)C (N,N-dimethylformamide), C(C)O (ethanol), O (water). Conditions: temperature 110 celsius. Product: CC1C2CCC(CC1)N2C2=CC=C(C1=CC=CC=C21)C#N (4-(2-Methyl-8-azabicyclo[3.2.1]oct-8-yl)naphthalene-1-carbonitrile). The yield is 22.9%. As a reaction SMILES: [CH3:1][CH:2]1[C:8](=O)[CH2:7][CH:6]2[N:10]([C:11]3[C:20]4[C:15](=[CH:16][CH:17]=[CH:18][CH:19]=4)[C:14]([C:21]#[N:22])=[CH:13][CH:12]=3)[CH:3]1[CH2:4][CH2:5]2.C1(C)C=CC(S(NN)(=O)=O)=CC=1.C([BH3-])#N.[Na+].S1(CCCC1)(=O)=O.C1(C)C=CC(S(O)(=O)=O)=CC=1>C(O)C.O.C1CCCCC1.CN(C)C=O>[CH3:1][CH:2]1[CH2:8][CH2:7][CH:6]2[N:10]([C:11]3[C:20]4[C:15](=[CH:16][CH:17]=[CH:18][CH:19]=4)[C:14]([C:21]#[N:22])=[CH:13][CH:12]=3)[CH:3]1[CH2:4][CH2:5]2 |f:2.3|. Procedure: 159JP84 (115 mg, 0.40 mmol) and p-toluenesulfonhydrazide (90 mg, 0.48 mmol) in absolute ethanol (1.0 mL) were refluxed overnight and the resulting white precipitate was filtered off, dried in vacuo and added to a vial containing sodium cyanoborohydride (101 mg, 1.60 mmol), N,N-dimethylformamide (2.0 mL), sulfolane (2.0 mL), p-toluenesulfonic acid (25 mg) and cyclohexane (2.0 mL). The resulting solution was heated at 110° C. for 2 days, poured into water (200 mL), extracted with ethyl acetate (2×...